This data is from the Open Reaction Database (ORD), a public repository of structured organic reaction records. The task is: describe an organic reaction: reactants, conditions, products, and yield The reactants are [Si](C)(C)(C(C)(C)C)OCC=1N(C2=C(C=NC=C2)N1)C (2-t-butyldimethylsilyloxymethyl-1-methyl-1H-imidazo[4,5-c]pyridine), O1CCCC1 (tetrahydrofuran), C(C)(=O)O (acetic acid). Run in O (water). Conditions: time 1 hour. Yields the product OCC=1N(C2=C(C=NC=C2)N1)C (2-Hydroxymethyl-1-methyl-1H-imidazo[4,5-c]pyridine). Yield: 111.6%. As a reaction SMILES: [Si]([O:8][CH2:9][C:10]1[N:11]([CH3:19])[C:12]2[CH:17]=[CH:16][N:15]=[CH:14][C:13]=2[N:18]=1)(C(C)(C)C)(C)C.O1CCCC1.C(O)(=O)C>O>[OH:8][CH2:9][C:10]1[N:11]([CH3:19])[C:12]2[CH:17]=[CH:16][N:15]=[CH:14][C:13]=2[N:18]=1. Procedure: A solution of 3.00 g of 2-t-butyldimethylsilyloxymethyl-1-methyl-1H-imidazo[4,5-c]pyridine (prepared as described in Preparation 72) in 60 ml of a 1:1: 1 by volume mixture of tetrahydrofuran, acetic acid and water was stirred at room temperature for 1 hour and then at 60° C. for 5 hours. At the end of this time, the reaction mixture was freed from the solvent by distillation. The resulting residue was mixed with an aqueous solution of sodium hydrogencarbonate and then concentrated by evaporation... Starting materials: ClC1=NC2=C(C=CC=C2C(=N1)N1C(C2=CC=CC=C2CC1)CF)OC (2-Chloro-8-Methoxy-4- (1-Fluoromethyl-1,2,3,4-Tetrahydroisoquinoline-2-Yl ) Quinazoline), FC1=CC=C(N)C=C1 (4-fluoroaniline). The solvent is CN(C=O)C (dimethylform-amide). As a reaction SMILES: [Cl:1][C:2]1[N:11]=[C:10]([N:12]2[CH2:21][CH2:20][C:19]3[C:14](=[CH:15][CH:16]=[CH:17][CH:18]=3)[CH:13]2[CH2:22][F:23])[C:9]2[C:4](=[C:5]([O:24][CH3:25])[CH:6]=[CH:7][CH:8]=2)[N:3]=1.[F:26][C:27]1[CH:33]=[CH:32][C:30]([NH2:31])=[CH:29][CH:28]=1>CN(C)C=O>[ClH:1].[F:26][C:27]1[CH:33]=[CH:32][C:30]([NH:31][C:2]2[N:11]=[C:10]([N:12]3[CH2:21][CH2:20][C:19]4[C:14](=[CH:15][CH:16]=[CH:17][CH:18]=4)[CH:13]3[CH2:22][F:23])[C:9]3[C:4](=[C:5]([O:24][CH3:25])[CH:6]=[CH:7][CH:8]=3)[N:3]=2)=[CH:29][CH:28]=1 |f:3.4|. Procedure: In accordance with the same procedures as in Example 18, except that to a mixture of 3.3 g of the compound (9 mM) prepared in Example 9 and 15 ml of dimethylform-amide, 1.9 ml of 4-fluoroaniline(20.0 mM) was added, 0.61 g of the title compound was prepared. The product is Cl.FC1=CC=C(C=C1)NC1=NC2=C(C=CC=C2C(=N1)N1C(C2=CC=CC=C2CC1)CF)OC (2-(4-Fluorophenylamino)-8-Methoxy-4-(1-Fluoromethyl-1,2,3,4-Tetrahydroisoquinoline-2-Yl)Quinazoline Hydrochloride). The yield is 14.5%. Reactants: COC(COC(=O)CNC(OCOC(CC)=O)=O)OC ((Propionyloxy)methyl ((2,2-dimethoxyethoxy)carbonyl)methylcarbamate), C(=O)(C(F)(F)F)O (TFA). Run in C(Cl)Cl (CH2Cl2). Conditions: time 30 minute. Product: C(=O)COC(=O)CNC(OCOC(CC)=O)=O ((Propionyloxy)methyl ((formyl methoxy)carbonyl)methylcarbamate). RXN SMILES: C[O:2][CH:3](OC)[CH2:4][O:5][C:6]([CH2:8][NH:9][C:10](=[O:18])[O:11][CH2:12][O:13][C:14](=[O:17])[CH2:15][CH3:16])=[O:7].C(O)(C(F)(F)F)=O>C(Cl)Cl>[CH:3]([CH2:4][O:5][C:6]([CH2:8][NH:9][C:10](=[O:18])[O:11][CH2:12][O:13][C:14](=[O:17])[CH2:15][CH3:16])=[O:7])=[O:2]. Procedure: Compound 55 (268 mg, 0.91 mmol) was dissolved in 10 mL of CH2Cl2 and 5 mL of TFA (containing 5% H2O) was added. The mixture was stirred for 30 min at room temperature. The solution was then concentrated to dryness in vacuo to give the product 56 that was used immediately for the next step. 1H NMR (400 MHz, CDCl3) δ 1.15 (t, J=7.43 Hz, 3H), 2.40 (q, J=7.43 Hz, 2H), 4.16 (d, J=5.47 Hz, 2H), 4.78 (s, 2H), 5.75 (s, 2H), 6.30 (bs, 1H), 9.60 (s, 1H).